From a dataset of the Open Reaction Database (ORD), a public repository of structured organic reaction records. describe an organic reaction: reactants, conditions, products, and yield Starting materials: ClC1=C(OC2CCN(CC2)CC[C@@H]2CC[C@H](CC2)N)C(=CC(=C1)F)Cl (Trans(4-{2-[4-(2,6-dichloro-4-fluoro-phenoxy)-piperidin-1-yl]-ethyl}-cyclohexyl)-amine), C1(CCC1)C(=O)O (cyclobutanecarboxylic acid). Yields the product ClC1=C(OC2CCN(CC2)CC[C@@H]2CC[C@H](CC2)NC(=O)C2CCC2)C(=CC(=C1)F)Cl (Cyclobutanecarboxylic acid trans(4-{2-[4-(2,6-dichloro-4-fluoro-phenoxy)-piperidin-1-yl]-ethyl}-cyclohexyl)-amide). RXN SMILES: [Cl:1][C:2]1[CH:23]=[C:22]([F:24])[CH:21]=[C:20]([Cl:25])[C:3]=1[O:4][CH:5]1[CH2:10][CH2:9][N:8]([CH2:11][CH2:12][C@H:13]2[CH2:18][CH2:17][C@H:16]([NH2:19])[CH2:15][CH2:14]2)[CH2:7][CH2:6]1.[CH:26]1([C:30](O)=[O:31])[CH2:29][CH2:28][CH2:27]1>>[Cl:1][C:2]1[CH:23]=[C:22]([F:24])[CH:21]=[C:20]([Cl:25])[C:3]=1[O:4][CH:5]1[CH2:10][CH2:9][N:8]([CH2:11][CH2:12][C@H:13]2[CH2:14][CH2:15][C@H:16]([NH:19][C:30]([CH:26]3[CH2:29][CH2:28][CH2:27]3)=[O:31])[CH2:17][CH2:18]2)[CH2:7][CH2:6]1. Procedure: According to the synthesis of example 1 the title compound was prepared from Trans(4-{2-[4-(2,6-dichloro-4-fluoro-phenoxy)-piperidin-1-yl]-ethyl}-cyclohexyl)-amine and cyclobutanecarboxylic acid. Preparative HPLC on reversed phase eluting with acetonitrile/water yielded the title compound. MS (m/e): 471.0 (M+H+). Reactants: N=1SC=C2C1C=CC(=C2)N (benzo[c]isothiazol-5-ylamine), C1(=CC=CC=C1)C1=NC=C(C=N1)C(=O)O (2-phenyl-pyrimidine-5-carboxylic acid), S(N)(=O)(=O)C=1C=C(C=CC1)[NH-] (3-sulfamoyl-phenyl-amide). Product: S(N)(=O)(=O)C=1C=C(C=CC1)NC(=O)C=1C=NC(=NC1)C1=CC=CC=C1 (2-Phenyl-pyrimidine-5-carboxylic acid (3-sulfamoyl-phenyl)-amide). As a reaction SMILES: N1SC=C2C=C(N)C=CC=12.[C:11]1([C:17]2[N:22]=[CH:21][C:20]([C:23]([OH:25])=O)=[CH:19][N:18]=2)[CH:16]=[CH:15][CH:14]=[CH:13][CH:12]=1.[S:26]([C:30]1[CH:31]=[C:32]([NH-:36])[CH:33]=[CH:34][CH:35]=1)(=[O:29])(=[O:28])[NH2:27]>>[S:26]([C:30]1[CH:31]=[C:32]([NH:36][C:23]([C:20]2[CH:21]=[N:22][C:17]([C:11]3[CH:12]=[CH:13][CH:14]=[CH:15][CH:16]=3)=[N:18][CH:19]=2)=[O:25])[CH:33]=[CH:34][CH:35]=1)(=[O:28])(=[O:29])[NH2:27]. Procedure: Following procedures similar to those of Example 8 but substituting 3-amino-benzenesulfonamide (0.3 mmol) for 2,2-dioxo-2,3-dihydro-1H-2lamda*6*-benzo[c]isothiazol-5-ylamine, there is prepared 2-phenyl-pyrimidine-5-carboxylic acid (3-sulfamoyl-phenyl-amide as a solid. MS: 355 (M+H).